From a dataset of the Open Reaction Database (ORD), a public repository of structured organic reaction records. describe an organic reaction: reactants, conditions, products, and yield Reactants: C1(CCCCC1)[C@@H]1COC=2C=3N1C=C(C3C=CC2)C(=O)Cl ((R)-3-cyclohexyl-2,3-dihydropyrrolo[1,2,3-de]-1,4-benzoxazine-6-carboxylic acid chloride), C(C)(C)N(C(C)C)CC (N,N diisopropyl ethylamine), C(C1=CC=CC=C1)N1C[C@H](N[C@H](C1)C)C (1-N-benzyl-(cis)3,5-dimethylpiperazine). The solvent is ClCCl (dichloromethane), ClCCl (dichloromethane). Conditions: time 16 hour. The product is Cl.C1(CCCCC1)[C@@H]1COC=2C=3N1C=C(C3C=CC2)C(=O)N2[C@H](CN(C[C@H]2C)CC2=CC=CC=C2)C ((R)-3-cyclohexyl-2,3-dihydro-6-[(cis)-4-benzyl-2,6-dimethylpiperazin-1-yl-carbonyl]pyrrolo[1,2,3-de]-1,4-benzoxazine hydrochloride salt). Isolated yield 42.5%. As a reaction SMILES: [CH:1]1([C@H:7]2[N:12]3[CH:13]=[C:14]([C:19]([Cl:21])=[O:20])[C:15]4[CH:16]=[CH:17][CH:18]=[C:10]([C:11]=43)[O:9][CH2:8]2)[CH2:6][CH2:5][CH2:4][CH2:3][CH2:2]1.C(N(CC)C(C)C)(C)C.[CH2:31]([N:38]1[CH2:43][C@H:42]([CH3:44])[NH:41][C@H:40]([CH3:45])[CH2:39]1)[C:32]1[CH:37]=[CH:36][CH:35]=[CH:34][CH:33]=1>ClCCl>[ClH:21].[CH:1]1([C@H:7]2[N:12]3[CH:13]=[C:14]([C:19]([N:41]4[C@H:42]([CH3:44])[CH2:43][N:38]([CH2:31][C:32]5[CH:37]=[CH:36][CH:35]=[CH:34][CH:33]=5)[CH2:39][C@@H:40]4[CH3:45])=[O:20])[C:15]4[CH:16]=[CH:17][CH:18]=[C:10]([C:11]=43)[O:9][CH2:8]2)[CH2:6][CH2:5][CH2:4][CH2:3][CH2:2]1 |f:4.5|. Procedure details: To a solution of (R)-3-cyclohexyl-2,3-dihydropyrrolo[1,2,3-de]-1,4-benzoxazine-6-carboxylic acid chloride (380 mg, 1.23 mmol) and N,N diisopropyl ethylamine (0.2 ml, 1.3 mmol) in dichloromethane (20 ml) was added 1-N-benzyl-(cis)3,5-dimethylpiperazine (250 mg, 1.2 mmol) in dichloromethane (5 ml) and the mixture was stirred for 16 h at room temperature. The mixture was partitioned between sodium bicarbonate solution and dichloromethane. The organic layer was separated and the solvent removed in v... Reactants: FC1=C(C=CC(=C1)F)CNC(=O)C=1C(C(=C2N(C[C@H]3N(C2=O)[C@@H](CO3)C)C1)OCC1=CC=CC=C1)=O ((3R,11aS)—N-[(2,4-difluorophenyl)methyl]-3-methyl-5,7-dioxo-6-[(phenylmethyl)oxy]-2,3,5,7,11,11a-hexahydro[1,3]oxazolo[3,2-a]pyrido[1,2-d]pyrazine-8-carboxamide), [Na].FC1=C(C=CC(=C1)F)CNC(=O)C=1C(C(=C2N(C[C@H]3N(C2=O)[C@@H](CO3)C)C1)O)=O ((3R,11aS)—N-[(2,4-Difluorophenyl)methyl]-6-hydroxy-3-methyl-5,7-dioxo-2,3,5,7,11,11a-hexahydro[1,3]oxazolo[3,2-a]pyrido[1,2-d]pyrazine-8-carboxamide sodium salt). The reagents and catalysts are [Pd] (Pd/C). Run in CO (methanol). The product is FC1=C(C=CC(=C1)F)CNC(=O)C=1C(C(=C2N(C[C@H]3N(C2=O)[C@@H](CO3)C)C1)O)=O ((3R,11aS)—N-[(2,4-difluorophenyl)methyl]-6-hydroxy-3-methyl-5,7-dioxo-2,3,5,7,11,11a-hexahydro[1,3]oxazolo[3,2-a]pyrido[1,2-d]pyrazine-8-carboxamide). Isolated yield 86.0%. RXN SMILES: [Na].[F:2][C:3]1[CH:8]=[C:7]([F:9])[CH:6]=[CH:5][C:4]=1[CH2:10][NH:11][C:12]([C:14]1[C:15](=[O:30])[C:16]([OH:29])=[C:17]2[C:22](=[O:23])[N:21]3[C@H:24]([CH3:27])[CH2:25][O:26][C@H:20]3[CH2:19][N:18]2[CH:28]=1)=[O:13].FC1C=C(F)C=CC=1CNC(C1C(=O)C(OCC2C=CC=CC=2)=C2C(=O)N3[C@H](C)CO[C@H]3CN2C=1)=O>CO.[Pd]>[F:2][C:3]1[CH:8]=[C:7]([F:9])[CH:6]=[CH:5][C:4]=1[CH2:10][NH:11][C:12]([C:14]1[C:15](=[O:30])[C:16]([OH:29])=[C:17]2[C:22](=[O:23])[N:21]3[C@H:24]([CH3:27])[CH2:25][O:26][C@H:20]3[CH2:19][N:18]2[CH:28]=1)=[O:13] |f:0.1,^1:0|. Procedure: (3R,11aS)—N-[(2,4-Difluorophenyl)methyl]-3-methyl-5,7-dioxo-6-[(phenylmethyl)oxy]-2,3,5,7,11,11a-hexahydro[1,3]oxazolo[3,2-a]pyrido[1,2-d]pyrazine-8-carboxamido. To a solution of 16a (409 mg, 0.87 mmol) in dichloroethane (20 mL) was added (2R)-2-amino-1-propanol (0.14 mL, 1.74 mmol) and 10 drops of glacial acetic acid. The resultant solution was heated at reflux for 2 h. Upon cooling, Celite was added to the mixture and the solvents removed in vacuo and the material was purified via silica gel c...